From a dataset of the Open Reaction Database (ORD), a public repository of structured organic reaction records. describe an organic reaction: reactants, conditions, products, and yield Reactants: ice water, C1(CCCC1)O (cyclopentyl alcohol), CS(=O)(=O)Cl (methanesulfonyl chloride), N1=CC=CC=C1 (pyridine). Solvent: CCOCC (ether). Conditions: time 6 hour. Yields the product CS(=O)(=O)OC1CCCC1 (cyclopentyl methanesulfonate). Isolated yield 77.0%. As a reaction SMILES: [CH:1]1([OH:6])[CH2:5][CH2:4][CH2:3][CH2:2]1.[CH3:7][S:8](Cl)(=[O:10])=[O:9].N1C=CC=CC=1>CCOCC>[CH3:7][S:8]([O:6][CH:1]1[CH2:5][CH2:4][CH2:3][CH2:2]1)(=[O:10])=[O:9]. Procedure: A round-bottomed flask (1,000 cc) equipped with a mechanical stirrer was charged with cyclopentyl alcohol (51.2 g, 0.595 mol) and methanesulfonyl chloride (75.1 g, 0.656 mol), followed by the addition of pyridine (200 mL) under ice cooling to form a solution. The solution was stirred for 6 h as it was warmed gradually to room temperature. After completion of the reaction, the reaction mixture was poured into ice water (300 mL) and extraction was conducted with ether (200 mL×3). The organic layer... Reactants: O=C1CSc2cccc(Cl)c2N1, Cl, S=P12SP3(=S)SP(=S)(S1)SP(=S)(S2)S3, c1ccncc1. Product: S=C1CSc2cccc(Cl)c2N1. As a reaction SMILES: [Cl:1][c:2]1[cH:3][cH:4][cH:5][c:6]2[c:7]1[NH:8][C:9](=[O:12])[CH2:10][S:11]2.[ClH:27].[P:13]12(=[S:14])[S:15][P:16]3(=[S:26])[S:17][P:18](=[S:24])([S:19][P:20](=[S:23])([S:21]3)[S:22]1)[S:25]2.[cH:28]1[cH:29][cH:30][n:31][cH:32][cH:33]1>>[Cl:1][c:2]1[cH:3][cH:4][cH:5][c:6]2[c:7]1[NH:8][C:9](=[S:14])[CH2:10][S:11]2. The reactants are CN1CCN(CCOc2ccc(N)cc2)CC1, Nc1cc(Cl)ncn1, O. Product: CN1CCN(CCOc2ccc(Nc3cc(N)ncn3)cc2)CC1. As a reaction SMILES: [CH3:1][N:2]1[CH2:3][CH2:4][N:5]([CH2:8][CH2:9][O:10][c:11]2[cH:12][cH:13][c:14]([NH2:17])[cH:15][cH:16]2)[CH2:6][CH2:7]1.[Cl:18][c:19]1[cH:20][c:21]([NH2:25])[n:22][cH:23][n:24]1.[OH2:26]>>[CH3:1][N:2]1[CH2:3][CH2:4][N:5]([CH2:8][CH2:9][O:10][c:11]2[cH:12][cH:13][c:14]([NH:17][c:19]3[cH:20][c:21]([NH2:25])[n:22][cH:23][n:24]3)[cH:15][cH:16]2)[CH2:6][CH2:7]1. Starting materials: CO (MeOH), [OH-].[K+] (KOH), BrC1=C(C=CC(=C1)F)O (2-bromo-4-fluorophenol), S(=O)(=O)(C1=CC=C(C)C=C1)OCC#CCCOS(=O)(=O)C1=CC=C(C)C=C1 (2-pentyne-1,5-diol ditosylate). Run in C(C)(=O)O (acetic acid). Reaction conditions: time 1 hour. Product: S(=O)(=O)(C1=CC=C(C)C=C1)OCCC#CCOC1=C(C=C(C=C1)F)Br (5-(2-bromo-4-fluorophenoxy)pent-3-yne-1-ol tosylate). The yield is 69.9%. RXN SMILES: CO.[OH-].[K+].[Br:5][C:6]1[CH:11]=[C:10]([F:12])[CH:9]=[CH:8][C:7]=1[OH:13].[S:14]([O:24][CH2:25][C:26]#[C:27][CH2:28][CH2:29]OS(C1C=CC(C)=CC=1)(=O)=O)([C:17]1[CH:23]=[CH:22][C:20]([CH3:21])=[CH:19][CH:18]=1)(=[O:16])=[O:15]>C(O)(=O)C>[S:14]([O:24][CH2:25][CH2:26][C:27]#[C:28][CH2:29][O:13][C:7]1[CH:8]=[CH:9][C:10]([F:12])=[CH:11][C:6]=1[Br:5])([C:17]1[CH:23]=[CH:22][C:20]([CH3:21])=[CH:19][CH:18]=1)(=[O:15])=[O:16] |f:1.2|. Procedure: To MeOH (140 mL) solution containing KOH (4.73 g, 84.3 mmol) at 22° C. was added 2-bromo-4-fluorophenol (16.09 g, 84.2 mmol) and 2-pentyne-1,5-diol ditosylate (11.47 g, 28.1 mmol). After stirring 20 h acetic acid (3.5 mL) was added and the reaction stirred 1 h. The reaction was concentrated in vacuo and the residue extracted with CH2Cl2 (75 mL) and saturated K2CO3 (75 mL). The organic phase was separated and washed with saturated K2CO3. The aqueous phase was washed with CH2Cl2 (2×30 mL). The com... Reactants: C=CC(Br)=CO[Si](C)(C)C, CCOC(C=Cc1ccccc1)OCC. Yields the product CCOC(C=Cc1ccccc1)CC=C(Br)C=O. As a reaction SMILES: [Br:1][C:2](=[CH:3][O:4][Si:5]([CH3:6])([CH3:7])[CH3:8])[CH:9]=[CH2:10].[O:11]([CH2:12][CH3:13])[CH:14]([CH:15]=[CH:16][c:17]1[cH:18][cH:19][cH:20][cH:21][cH:22]1)[O:23][CH2:24][CH3:25]>>[Br:1][C:2](=[CH:3][CH2:4][CH:14]([O:11][CH2:12][CH3:13])[CH:15]=[CH:16][c:17]1[cH:18][cH:19][cH:20][cH:21][cH:22]1)[CH:9]=[O:10]. The reactants are C1=CC=NC=2C3=CC=CC=C3CC12 (4-Azafluorene), CO (methanol). Solvent: N1=CC=CC=C1 (pyridine), solution, N1=CC=CC=C1 (pyridine), N1=CC=CC=C1 (pyridine). Product: N1=C2C(=CC=C1)C(C1=CC=CC=C12)=O (5H-Indeno[1,2-b]pyridin-5-one). RXN SMILES: [CH:1]1[C:13]2[CH2:12][C:11]3[C:6](=[CH:7][CH:8]=[CH:9][CH:10]=3)[C:5]=2[N:4]=[CH:3][CH:2]=1.C[OH:15]>N1C=CC=CC=1>[N:4]1[CH:3]=[CH:2][CH:1]=[C:13]2[C:12](=[O:15])[C:11]3[C:6]([C:5]=12)=[CH:7][CH:8]=[CH:9][CH:10]=3. Reported procedure: See general oxidation method of Sprinzak, J. Am. Chem. Soc., 80 (1958) 5449. 4-Azafluorene (5.0 g, 30 mmol) was dissolved in 50 mL anhydrous pyridine containing in solution 2 mL Triton B solution (prepared by evaporating 5 mL of 40% Triton B in methanol (Aldrich Chemical, Inc.) and 5 mL pyridine with heat and reduced pressure followed by q.s. to 10 mL with pyridine). Then air was continuously bubbled through the solution with stirring. An addition of 2 mL Triton B solution was made twice more at... The reactants are CC=1C=C(C(=O)O)C=CC1NN=C(CC(=O)OCC)C(C)=O (3-methyl-4-[N'-(2-ethoxycarbonyl-1-acetylethylidene)hydrazino]benzoic acid), Cl (hydrochloric acid), C(C)O (ethanol), C([O-])([O-])=O.[Na+].[Na+] (sodium carbonate). Run in O (water). Yields the product CC=1C=C(C(=O)O)C=CC1N1N=C(CC1=O)C(C)=O (3-methyl-4-(3-acetyl-5-oxo-2-pyrazolin-1-yl)benzoic acid). RXN SMILES: [CH3:1][C:2]1[CH:3]=[C:4]([CH:8]=[CH:9][C:10]=1[NH:11][N:12]=[C:13]([C:20](=[O:22])[CH3:21])[CH2:14][C:15](OCC)=[O:16])[C:5]([OH:7])=[O:6].C(O)C.C(=O)([O-])[O-].[Na+].[Na+].Cl>O>[CH3:1][C:2]1[CH:3]=[C:4]([CH:8]=[CH:9][C:10]=1[N:11]1[C:15](=[O:16])[CH2:14][C:13]([C:20](=[O:22])[CH3:21])=[N:12]1)[C:5]([OH:7])=[O:6] |f:2.3.4|. Procedure: To a solution of a 5 g. (34 mmoles) of 3-methyl-4-[N'-(2-ethoxycarbonyl-1-acetylethylidene)hydrazino]benzoic acid in 25 ml. of ethanol and 25 ml. of water was added with stirring 34.3 ml. of a 1 M sodium carbonate solution. The mixture was stirred at room temperature for 24 hours. The resulting mixture was acidified to pH 3 with 6 M hydrochloric acid and the resulting solid was collected by filtration, washed with water and dried. The 3-methyl-4-(3-acetyl-5-oxo-2-pyrazolin-1-yl)benzoic acid has ... Reactants: CCNS(=O)(=O)c1ccccc1O, O=C(NCC1(c2ncccc2F)CCNCC1)c1ccc(Cl)cc1Cl, Cl, C1COCCO1. Product: CCNS(=O)(=O)N1CCC(CNC(=O)c2ccc(Cl)cc2Cl)(c2ncccc2F)CC1. Reaction SMILES: [CH2:1]([CH3:2])[NH:3][S:4](=[O:5])(=[O:6])[c:7]1[cH:8][cH:9][cH:10][cH:11][c:12]1[OH:13].[Cl:14][c:15]1[c:16]([C:17](=[O:18])[NH:19][CH2:20][C:21]2([c:27]3[n:28][cH:29][cH:30][cH:31][c:32]3[F:33])[CH2:22][CH2:23][NH:24][CH2:25][CH2:26]2)[cH:34][cH:35][c:36]([Cl:38])[cH:37]1.[ClH:39].[O:40]1[CH2:41][CH2:42][O:43][CH2:44][CH2:45]1>>[CH2:1]([CH3:2])[NH:3][S:4](=[O:5])(=[O:6])[N:24]1[CH2:23][CH2:22][C:21]([CH2:20][NH:19][C:17]([c:16]2[c:15]([Cl:14])[cH:37][c:36]([Cl:38])[cH:35][cH:34]2)=[O:18])([c:27]2[n:28][cH:29][cH:30][cH:31][c:32]2[F:33])[CH2:26][CH2:25]1.